Dataset: the Open Reaction Database (ORD), a public repository of structured organic reaction records. Task: describe an organic reaction: reactants, conditions, products, and yield Reactants: Clc1ccc(CCOC2CCNCC2)cc1, CC1(Cn2cc([N+](=O)[O-])nc2Cl)CO1. Product: CC(O)(CN1CCC(OCCc2ccc(Cl)cc2)CC1)Cn1cc([N+](=O)[O-])nc1Cl. RXN SMILES: [Cl:15][c:16]1[cH:17][cH:18][c:19]([CH2:22][CH2:23][O:24][CH:25]2[CH2:26][CH2:27][NH:28][CH2:29][CH2:30]2)[cH:20][cH:21]1.[Cl:1][c:2]1[n:3]([CH2:10][C:11]2([CH3:14])[O:12][CH2:13]2)[cH:4][c:5]([N+:7](=[O:8])[O-:9])[n:6]1>>[Cl:1][c:2]1[n:3]([CH2:10][C:11]([OH:12])([CH2:13][N:28]2[CH2:27][CH2:26][CH:25]([O:24][CH2:23][CH2:22][c:19]3[cH:18][cH:17][c:16]([Cl:15])[cH:21][cH:20]3)[CH2:30][CH2:29]2)[CH3:14])[cH:4][c:5]([N+:7](=[O:8])[O-:9])[n:6]1. Reactants: COC(=O)C(O)C1OC(n2cnc3c(N)ncnc32)C(O)C1O, NC1CCCC1. The product is Nc1ncnc2c1ncn2C1OC(C(O)C(=O)NC2CCCC2)C(O)C1O. As a reaction SMILES: [CH3:1][O:2][C:3](=[O:4])[CH:5]([CH:6]1[CH:7]([OH:22])[CH:8]([OH:21])[CH:9]([n:11]2[cH:12][n:13][c:14]3[c:15]([NH2:16])[n:17][cH:18][n:19][c:20]23)[O:10]1)[OH:23].[CH:24]1([NH2:29])[CH2:25][CH2:26][CH2:27][CH2:28]1>>[O:2]=[C:3]([CH:5]([CH:6]1[CH:7]([OH:22])[CH:8]([OH:21])[CH:9]([n:11]2[cH:12][n:13][c:14]3[c:15]([NH2:16])[n:17][cH:18][n:19][c:20]23)[O:10]1)[OH:23])[NH:29][CH:24]1[CH2:25][CH2:26][CH2:27][CH2:28]1. Reactants: FC=1C=C(C(=O)OC)C=CC1[N+](=O)[O-] (methyl 3-fluoro-4-nitrobenzoate), COC1=CC=C(C=C1)N (p-anisidine). Run in CS(=O)C (dimethylsulfoxide), C(C)(=O)OCC (ethyl acetate). The product is COC1=CC=C(C=C1)NC=1C=C(C(=O)OC)C=CC1[N+](=O)[O-] (methyl 3-[(4-methoxyphenyl)amino]-4-nitrobenzoate). Yield: 79.0%. RXN SMILES: F[C:2]1[CH:3]=[C:4]([CH:9]=[CH:10][C:11]=1[N+:12]([O-:14])=[O:13])[C:5]([O:7][CH3:8])=[O:6].[CH3:15][O:16][C:17]1[CH:22]=[CH:21][C:20]([NH2:23])=[CH:19][CH:18]=1>CS(C)=O.C(OCC)(=O)C>[CH3:15][O:16][C:17]1[CH:22]=[CH:21][C:20]([NH:23][C:2]2[CH:3]=[C:4]([CH:9]=[CH:10][C:11]=2[N+:12]([O-:14])=[O:13])[C:5]([O:7][CH3:8])=[O:6])=[CH:19][CH:18]=1. Procedure details: A solution of methyl 3-fluoro-4-nitrobenzoate (10.0 g, 54.0 mmol) and p-anisidine (13.3 g, 108 mmol) in dimethylsulfoxide (300 mL) was stirred at 70° C. for 3.5 hr. The reaction mixture was diluted with ethyl acetate, washed with water and saturated brine, dried over anhydrous magnesium sulfate and concentrated under reduced pressure. The residue was recrystallized from hexane/tetrahydrofuran to give the title compound (12.9 g, yield 79%) as red crystals. Starting materials: BrCC=1C(=C(C(=O)OC)C=CC1)F (methyl 3-(bromomethyl)-2-fluorobenzoate), C([O-])(O)=O.[Na+] (sodium bicarbonate). Run in CS(=O)C (DMSO). Yields the product FC1=C(C(=O)OC)C=CC=C1C=O (methyl 2-fluoro-3-formylbenzoate). Isolated yield 64.4%. As a reaction SMILES: Br[CH2:2][C:3]1[C:4]([F:13])=[C:5]([CH:10]=[CH:11][CH:12]=1)[C:6]([O:8][CH3:9])=[O:7].C(=O)(O)[O-:15].[Na+]>CS(C)=O>[F:13][C:4]1[C:3]([CH:2]=[O:15])=[CH:12][CH:11]=[CH:10][C:5]=1[C:6]([O:8][CH3:9])=[O:7] |f:1.2|. Procedure details: A mixture of methyl 3-(bromomethyl)-2-fluorobenzoate (11.5 g, 46.4 mmol) from Step B above and solid sodium bicarbonate (33.0 g, 398.7 mmol) in DMSO (150 mL) was refluxed until the reaction was complete by TLC (2-3 h). The mixture was cooled in an ice bath immediately and then partitioned between brine and ethyl acetate. The combined organics were concentrated and purified by column chromatography (silica gel, 9:1 hexanes/ethyl acetate) to afford methyl 2-fluoro-3-formylbenzoate as a white solid...